Dataset: the Open Reaction Database (ORD), a public repository of structured organic reaction records. Task: describe an organic reaction: reactants, conditions, products, and yield Reactants: O=C1CCC(=O)N1Br, CC#N, OCc1cccc(Oc2ccccc2)c1. Yields the product OCc1cc(Oc2ccccc2)ccc1Br. Reaction SMILES: [Br:16][N:17]1[C:18](=[O:19])[CH2:20][CH2:21][C:22]1=[O:23].[CH3:24][C:25]#[N:26].[O:1]([c:2]1[cH:3][cH:4][cH:5][cH:6][cH:7]1)[c:8]1[cH:9][c:10]([CH2:14][OH:15])[cH:11][cH:12][cH:13]1>>[O:1]([c:2]1[cH:3][cH:4][cH:5][cH:6][cH:7]1)[c:8]1[cH:9][c:10]([CH2:14][OH:15])[c:11]([Br:16])[cH:12][cH:13]1.